Dataset: the Open Reaction Database (ORD), a public repository of structured organic reaction records. Task: describe an organic reaction: reactants, conditions, products, and yield The reactants are CC(C)(C)OC(=O)NN, CC#N, CC(C)(Oc1ccc(Cl)c2ccccc12)C(=O)O. The product is CC(C)(C)OC(=O)NNC(=O)C(C)(C)Oc1ccc(Cl)c2ccccc12. As a reaction SMILES: [C:19]([NH:20][NH2:21])(=[O:22])[O:23][C:24]([CH3:25])([CH3:26])[CH3:27].[CH3:28][C:29]#[N:30].[Cl:1][c:2]1[cH:3][cH:4][c:5]([O:12][C:13]([C:14](=[O:15])[OH:16])([CH3:17])[CH3:18])[c:6]2[cH:7][cH:8][cH:9][cH:10][c:11]12>>[Cl:1][c:2]1[cH:3][cH:4][c:5]([O:12][C:13]([C:14](=[O:16])[NH:21][NH:20][C:19](=[O:22])[O:23][C:24]([CH3:25])([CH3:26])[CH3:27])([CH3:17])[CH3:18])[c:6]2[cH:7][cH:8][cH:9][cH:10][c:11]12. The reactants are Cl (hydrochloric acid), FC1=CC=C(C=C1)C1=NN(C=C1CCC(=O)OCC)CC1=CC=C(C=C1)OCC1=NC=C(C=C1)C1=CC=CC=C1 (ethyl 3-[3-(4-fluorophenyl)-1-[4-(5-phenyl-2-pyridylmethoxy)benzyl]-1H-pyrazol-4-yl]propionate), [OH-].[Na+] (sodium hydroxide), O1CCCC1 (tetrahydrofuran). The solvent is C(C)O (ethanol). Run at time 5 hour. Product: FC1=CC=C(C=C1)C1=NN(C=C1CCC(=O)O)CC1=CC=C(C=C1)OCC1=NC=C(C=C1)C1=CC=CC=C1 (3-[3-(4-fluorophenyl)-1-[4-(5-phenyl-2-pyridylmethoxy)benzyl]-1H-pyrazol-4-yl]propionic acid). The yield is 92.3%. As a reaction SMILES: [F:1][C:2]1[CH:7]=[CH:6][C:5]([C:8]2[C:12]([CH2:13][CH2:14][C:15]([O:17]CC)=[O:16])=[CH:11][N:10]([CH2:20][C:21]3[CH:26]=[CH:25][C:24]([O:27][CH2:28][C:29]4[CH:34]=[CH:33][C:32]([C:35]5[CH:40]=[CH:39][CH:38]=[CH:37][CH:36]=5)=[CH:31][N:30]=4)=[CH:23][CH:22]=3)[N:9]=2)=[CH:4][CH:3]=1.[OH-].[Na+].O1CCCC1.Cl>C(O)C>[F:1][C:2]1[CH:7]=[CH:6][C:5]([C:8]2[C:12]([CH2:13][CH2:14][C:15]([OH:17])=[O:16])=[CH:11][N:10]([CH2:20][C:21]3[CH:26]=[CH:25][C:24]([O:27][CH2:28][C:29]4[CH:34]=[CH:33][C:32]([C:35]5[CH:36]=[CH:37][CH:38]=[CH:39][CH:40]=5)=[CH:31][N:30]=4)=[CH:23][CH:22]=3)[N:9]=2)=[CH:4][CH:3]=1 |f:1.2|. Procedure: After a mixture of ethyl 3-[3-(4-fluorophenyl)-1-[4-(5-phenyl-2-pyridylmethoxy)benzyl]-1H-pyrazol-4-yl]propionate (800 mg), 1N aqueous sodium hydroxide solution (3 ml), tetrahydrofuran (3 ml) and ethanol (3 ml) was stirred at room temperature for 5 hours, 1 N hydrochloric acid (3 ml) was added to the mixture, and then the mixture was extracted with ethyl acetate. The ethyl acetate layer was washed with saturated aqueous sodium chloride solution, dried (MgSO4) and concentrated. The resulting colo... The reactants are Cl.N(C1=CC=CC=C1)CC=1C(C2=CC=CC=C2C(C1CCCCCCCCCCCCCCC)=O)=O (2-Anilinomethyl-3-pentadecyl-1,4-naphthoquinone hydrochloride), solution, C(=O)(Cl)Cl (phosgene), C1(=CC=CC=C1)C (toluene). Run in ClCCl (dichloromethane), C(C)(C)N(CC)C(C)C (diisopropylethylamine). Reaction conditions: time 15 minute. The product is C1(=CC=CC=C1)N(C(=O)Cl)CC=1C(C2=CC=CC=C2C(C1CCCCCCCCCCCCCCC)=O)=O (N-Phenyl-N-(3-pentadecyl-1,4-naphthoquinonylmethyl)carbamoyl chloride). RXN SMILES: Cl.[NH:2]([CH2:9][C:10]1[C:11](=[O:36])[C:12]2[C:17]([C:18](=[O:35])[C:19]=1[CH2:20][CH2:21][CH2:22][CH2:23][CH2:24][CH2:25][CH2:26][CH2:27][CH2:28][CH2:29][CH2:30][CH2:31][CH2:32][CH2:33][CH3:34])=[CH:16][CH:15]=[CH:14][CH:13]=2)[C:3]1[CH:8]=[CH:7][CH:6]=[CH:5][CH:4]=1.[C:37](Cl)([Cl:39])=[O:38].C1(C)C=CC=CC=1>ClCCl.C(N(C(C)C)CC)(C)C>[C:3]1([N:2]([CH2:9][C:10]2[C:11](=[O:36])[C:12]3[C:17]([C:18](=[O:35])[C:19]=2[CH2:20][CH2:21][CH2:22][CH2:23][CH2:24][CH2:25][CH2:26][CH2:27][CH2:28][CH2:29][CH2:30][CH2:31][CH2:32][CH2:33][CH3:34])=[CH:16][CH:15]=[CH:14][CH:13]=3)[C:37]([Cl:39])=[O:38])[CH:8]=[CH:7][CH:6]=[CH:5][CH:4]=1 |f:0.1|. Procedure details: 2-Anilinomethyl-3-pentadecyl-1,4-naphthoquinone hydrochloride (9.25 g, 18.1 mmol) was dissolved in dichloromethane (100 ml). A 12 percent solution of phosgene in toluene (45 ml, 54.4 mmol) and diisopropylethylamine (50 ml) were added and the resulting solution was stirred at room temperature for about 15 minutes. The solution was then concentrated under reduced pressure and the residue was taken up in dichloromethane. The solution was washed with 2N hydrochloric acid, dried over anhydrous magnes... Reactants: S(O)(O)(=O)=O (sulfuric acid), CN(C)C1C2CC3CC4=C(C(=CC=C4)O)C(=C3C(=O)C2(C(=C(C1=O)C(=O)N)O)O)O (6-demethyl-6-deoxytetracycline), BrN1C(CCC1=O)=O (N-bromosuccinimide), C(C)OCC (diethyl ether). Run at temperature 0 celsius, time 45 minute. The product is S(=O)(=O)(O)O.BrC1=C2CC3CC4C(C(=C(C(C4(C(=C3C(C2=C(C=C1)O)=O)O)O)=O)C(=O)N)O)N(C)C (7-Bromo-4-(dimethylamino)-1,4,4a,5,5a,6,11,12a-octahydro-3,10,12,12a-tetrahydroxy-1,11-dioxo-2-naphthacenecarboxamide sulfate). Reaction SMILES: [CH3:1][N:2]([CH:4]1[C:23](=[O:24])[C:22]([C:25]([NH2:27])=[O:26])=[C:21]([OH:28])[C:20]2([OH:29])[CH:5]1[CH2:6][CH:7]1[C:17]([C:18]2=[O:19])=[C:16]([OH:30])[C:10]2[C:11]([OH:15])=[CH:12][CH:13]=[CH:14][C:9]=2[CH2:8]1)[CH3:3].[Br:31]N1C(=O)CCC1=O.C(OCC)C.[S:44](=[O:48])(=[O:47])([OH:46])[OH:45]>>[S:44]([OH:48])([OH:47])(=[O:46])=[O:45].[Br:31][C:14]1[CH:13]=[CH:12][C:11]([OH:15])=[C:10]2[C:9]=1[CH2:8][CH:7]1[C:17]([C:16]2=[O:30])=[C:18]([OH:19])[C:20]2([OH:29])[CH:5]([CH:4]([N:2]([CH3:1])[CH3:3])[C:23]([OH:24])=[C:22]([C:25]([NH2:27])=[O:26])[C:21]2=[O:28])[CH2:6]1 |f:4.5|. Reported procedure: A solution of 4.14. g of 6-demethyl-6-deoxytetracycline, prepared by the described literature procedure, and 1.99 g of N-bromosuccinimide dissolved in 50 ml of concentrated sulfuric acid is stirred at 0° C. for 45 minutes or until solution occurs. The reaction mixture is added dropwise to 2 L of cold diethyl ether. The resulting precipitate is collected and dried. The solid is dissolved in 2-methoxyethanol, triturated with methanol, collected, washed with methanol and diethyl ether and dried to ... Reactants: C(=O)(OC(C)(C)C)NC1(CCCC1)C=O (N-Boc-cycloleucinal), BrC1=CC=C(N)C=C1 (4-bromoaniline), C(C)(=O)O[BH-](OC(C)=O)OC(C)=O.[Na+] (sodium triacetoxyborohydride). Run in ClC(C)Cl (dichloroethane). The product is C(C)(C)(C)OC(NC1(CCCC1)CNC1=CC=C(C=C1)Br)=O ({1-[(4-Bromo-phenylamino)-methyl]-cyclopentyl}-carbamic acid tert-butyl ester). Yield: 89.9%. As a reaction SMILES: [C:1]([NH:8][C:9]1([CH:14]=O)[CH2:13][CH2:12][CH2:11][CH2:10]1)([O:3][C:4]([CH3:7])([CH3:6])[CH3:5])=[O:2].[Br:16][C:17]1[CH:23]=[CH:22][C:20]([NH2:21])=[CH:19][CH:18]=1.C(O[BH-](OC(=O)C)OC(=O)C)(=O)C.[Na+]>ClC(Cl)C>[C:4]([O:3][C:1](=[O:2])[NH:8][C:9]1([CH2:14][NH:21][C:20]2[CH:22]=[CH:23][C:17]([Br:16])=[CH:18][CH:19]=2)[CH2:13][CH2:12][CH2:11][CH2:10]1)([CH3:7])([CH3:6])[CH3:5] |f:2.3|. Procedure details: To a solution of N-Boc-cycloleucinal (5.33 g, 25 mmol) and 4-bromoaniline (4.3 g, 25 mmol) in dichloroethane (160 mL) was added sodium triacetoxyborohydride (10.6 g, 50 mmol) portionwise. After the addition, the resulting mixture was stirred at rt for over night. The reaction mixture was quenched with saturated NaHCO3, and extracted with DCM (4×100 mL). The combined DCM was dried (Na2SO4) and concentrated. The residue was subjected to flash column (10-30% EtOAc in hexane) to give the desired pro... Starting materials: C(C)(=O)NCC=1C=C2CN(CC2=CC1)C1=C(C=C2C(C(=CN(C2=C1)C1CC1)C(=O)O)=O)F (7-(5-acetamidomethyl-2-isoindolinyl)-1-cyclopropyl-6-fluoro-1,4-dihydro--4-oxoquinoline-3-carboxylic acid), Cl (HCl), O (water). Solvent: C(C)O (ethanol). The product is Cl.NCC=1C=C2CN(CC2=CC1)C1=C(C=C2C(C(=CN(C2=C1)C1CC1)C(=O)O)=O)F (7-(5-aminomethyl-2-isoindolinyl)-1-cyclopropyl-6-fluoro-1,4-dihydro-4-oxoquinoline-3-carboxylic acid hydrochloride). As a reaction SMILES: C([NH:4][CH2:5][C:6]1[CH:7]=[C:8]2[C:12](=[CH:13][CH:14]=1)[CH2:11][N:10]([C:15]1[CH:24]=[C:23]3[C:18]([C:19](=[O:31])[C:20]([C:28]([OH:30])=[O:29])=[CH:21][N:22]3[CH:25]3[CH2:27][CH2:26]3)=[CH:17][C:16]=1[F:32])[CH2:9]2)(=O)C.[ClH:33].O>C(O)C>[ClH:33].[NH2:4][CH2:5][C:6]1[CH:7]=[C:8]2[C:12](=[CH:13][CH:14]=1)[CH2:11][N:10]([C:15]1[CH:24]=[C:23]3[C:18]([C:19](=[O:31])[C:20]([C:28]([OH:30])=[O:29])=[CH:21][N:22]3[CH:25]3[CH2:27][CH2:26]3)=[CH:17][C:16]=1[F:32])[CH2:9]2 |f:4.5|. Procedure: 304 mg of 7-(5-acetamidomethyl-2-isoindolinyl)-1-cyclopropyl-6-fluoro-1,4-dihydro--4-oxoquinoline-3-carboxylic acid was added to a mixed solution of 12 ml of concentrated HCl, 2.5 ml of water, and 5 ml of ethanol, and the mixture was heated under reflux for 15 hours. After cooling under atmosphere, the crystals deposited were collected by filtration and washed with ethanol to obtain 264 mg of 7-(5-aminomethyl-2-isoindolinyl)-1-cyclopropyl-6-fluoro-1,4-dihydro-4-oxoquinoline-3-carboxylic acid hyd... As a reaction SMILES: [CH3:17][O-:18].[CH3:21][OH:22].[Na+:19].[OH2:20].[c:1]1([O:11][CH2:12][CH2:13][CH2:14][CH2:15][Cl:16])[cH:2][cH:3][cH:4][c:5]2[cH:6][cH:7][cH:8][cH:9][c:10]12>>[c:1]1([O:11][CH2:12][CH2:13][CH2:14][CH2:15][O:18][CH3:17])[cH:2][cH:3][cH:4][c:5]2[cH:6][cH:7][cH:8][cH:9][c:10]12. Starting materials: C[O-], CO, [Na+], O, ClCCCCOc1cccc2ccccc12. The product is COCCCCOc1cccc2ccccc12.